This data is from the Open Reaction Database (ORD), a public repository of structured organic reaction records. The task is: describe an organic reaction: reactants, conditions, products, and yield The product is ClC=1C=C(CCSC(N)=N)C=CC1Cl (carbamimidothioic acid 3,4-dichlorophenethyl ester). The solvent is C(C)O (ethanol). Procedure: 3,4-Dichlorophenethyl chloride (0.8 g., 0.004 mol.) and thiourea (0.26 g., 0.0035 mol.) in 25 ml. of ethanol were refluxed for two days. The mixture was concentrated and the residue treated with ether to give a solid which was recrystallized from acetone to yield carbamimidothioic acid 3,4-dichlorophenethyl ester, m.p. 135°-139° C. The reactants are ClC=1C=C(CCCl)C=CC1Cl (3,4-Dichlorophenethyl chloride), NC(=S)N (thiourea). Reaction SMILES: [Cl:1][C:2]1[CH:3]=[C:4]([CH:8]=[CH:9][C:10]=1[Cl:11])[CH2:5][CH2:6]Cl.[NH2:12][C:13]([NH2:15])=[S:14]>C(O)C>[Cl:1][C:2]1[CH:3]=[C:4]([CH:8]=[CH:9][C:10]=1[Cl:11])[CH2:5][CH2:6][S:14][C:13](=[NH:12])[NH2:15]. As a reaction SMILES: [NH:1]1[CH2:2][CH2:3][CH:4]([c:7]2[c:8]3[c:12]([cH:13][cH:14][cH:15]2)[NH:11][C:10](=[O:16])[CH2:9]3)[CH2:5][CH2:6]1.[nH:17]1[c:18]([CH:26]=[O:27])[cH:19][c:20]2[c:25]1[CH2:24][CH2:23][CH2:22][CH2:21]2>>[NH:1]1[CH2:2][CH2:3][CH:4]([c:7]2[c:8]3[c:12]([cH:13][cH:14][cH:15]2)[NH:11][C:10](=[O:16])[C:9]3=[CH:26][c:18]2[nH:17][c:25]3[c:20]([cH:19]2)[CH2:21][CH2:22][CH2:23][CH2:24]3)[CH2:5][CH2:6]1. The product is O=C1Nc2cccc(C3CCNCC3)c2C1=Cc1cc2c([nH]1)CCCC2. The reactants are O=C1Cc2c(cccc2C2CCNCC2)N1, O=Cc1cc2c([nH]1)CCCC2.